From a dataset of the Open Reaction Database (ORD), a public repository of structured organic reaction records. describe an organic reaction: reactants, conditions, products, and yield Reactants: NCC1CCCN1CC1CCCCC1, ClCCl, O=Cc1cnc2ccccc2c1. Product: c1ccc2ncc(CNCC3CCCN3CC3CCCCC3)cc2c1. As a reaction SMILES: [CH:1]1([CH2:7][N:8]2[CH:9]([CH2:13][NH2:14])[CH2:10][CH2:11][CH2:12]2)[CH2:2][CH2:3][CH2:4][CH2:5][CH2:6]1.[Cl:27][CH2:28][Cl:29].[n:15]1[cH:16][c:17]([CH:25]=[O:26])[cH:18][c:19]2[cH:20][cH:21][cH:22][cH:23][c:24]12>>[CH:1]1([CH2:7][N:8]2[CH:9]([CH2:13][NH:14][CH2:25][c:17]3[cH:16][n:15][c:24]4[c:19]([cH:18]3)[cH:20][cH:21][cH:22][cH:23]4)[CH2:10][CH2:11][CH2:12]2)[CH2:2][CH2:3][CH2:4][CH2:5][CH2:6]1. Reactants: CC(C)(C)OC(=O)NC(CC(=O)N1CCn2c(C(F)(F)F)nc(C(=O)NCCS(C)(=O)=O)c2C1)Cc1cc(F)c(F)cc1F, CCOC(C)=O, Cl. Product: Cl, CS(=O)(=O)CCNC(=O)c1nc(C(F)(F)F)n2c1CN(C(=O)CC(N)Cc1cc(F)c(F)cc1F)CC2. RXN SMILES: [C:1]([O:2][C:3](=[O:4])[NH:7][CH:8]([CH2:9][C:10](=[O:11])[N:12]1[CH2:13][c:14]2[n:15]([c:18]([C:30]([F:31])([F:32])[F:33])[n:19][c:20]2[C:21]([NH:22][CH2:23][CH2:24][S:25](=[O:26])(=[O:27])[CH3:28])=[O:29])[CH2:16][CH2:17]1)[CH2:34][c:35]1[c:36]([F:43])[cH:37][c:38]([F:42])[c:39]([F:41])[cH:40]1)([CH3:5])([CH3:6])[CH3:44].[CH3:46][CH2:47][O:48][C:49](=[O:50])[CH3:51].[ClH:45]>>[ClH:45].[NH2:7][CH:8]([CH2:9][C:10](=[O:11])[N:12]1[CH2:13][c:14]2[n:15]([c:18]([C:30]([F:31])([F:32])[F:33])[n:19][c:20]2[C:21]([NH:22][CH2:23][CH2:24][S:25](=[O:26])(=[O:27])[CH3:28])=[O:29])[CH2:16][CH2:17]1)[CH2:34][c:35]1[c:36]([F:43])[cH:37][c:38]([F:42])[c:39]([F:41])[cH:40]1. The reactants are C1(=CC=CC=C1)NN (Phenylhydrazine), N1C(CC(CC1)=O)=O (2,4-piperidinedione). The solvent is C(C)O (ethanol), C(C)O (ethanol), O (water). Yields the product C1(=CC=CC=C1)NNC1=CC(NCC1)=O (5,6-Dihydro-4-(2-phenylhydrazino)-2(1H)-pyridinone). Reaction SMILES: [C:1]1([NH:7][NH2:8])[CH:6]=[CH:5][CH:4]=[CH:3][CH:2]=1.[NH:9]1[CH2:14][CH2:13][C:12](=O)[CH2:11][C:10]1=[O:16]>C(O)C.O>[C:1]1([NH:7][NH:8][C:12]2[CH2:13][CH2:14][NH:9][C:10](=[O:16])[CH:11]=2)[CH:6]=[CH:5][CH:4]=[CH:3][CH:2]=1. Procedure details: Phenylhydrazine (17.4 ml) was added over 15 min to a stirred suspension of 2,4-piperidinedione (20 g) in ethanol (200 ml) at ca. 20°. The resulting suspension was diluted with ethanol (80 ml) and water (300 ml) and the solid was filtered off to give the title compound (23.31 g), m.p. 165°-168°. Starting materials: C(C)(C)(C)OC(=O)N(C1=CC=C(C(=O)C=2N=CNC2)C=C1)CCCCCCCCCCCCCC[Si](C)(C)C (4-[N-(tert-butyloxycarbonyl)-4-[14-(trimethylsilyl)tetradecylamino]benzoyl)imidazole), [OH-].[Na+] (sodium hydroxide), NCC(CO)O (3-amino-1,2-propanediol). Solvent: C(Cl)(Cl)Cl (chloroform). Reaction conditions: temperature 40 celsius, time 24 hour. Yields the product OC(CNC(C1=CC=C(C=C1)NCCCCCCCCCCCCCC[Si](C)(C)C)=O)CO (N-(2,3-Dihydroxypropyl)-4-[14-(trimethylsilyl)tetradecylamino]benzamide). As a reaction SMILES: C(OC([N:8]([CH2:22][CH2:23][CH2:24][CH2:25][CH2:26][CH2:27][CH2:28][CH2:29][CH2:30][CH2:31][CH2:32][CH2:33][CH2:34][CH2:35][Si:36]([CH3:39])([CH3:38])[CH3:37])[C:9]1[CH:21]=[CH:20][C:12]([C:13](C2N=CNC=2)=[O:14])=[CH:11][CH:10]=1)=O)(C)(C)C.[OH-].[Na+].[NH2:42][CH2:43][CH:44]([OH:47])[CH2:45][OH:46]>C(Cl)(Cl)Cl>[OH:47][CH:44]([CH2:45][OH:46])[CH2:43][NH:42][C:13](=[O:14])[C:12]1[CH:11]=[CH:10][C:9]([NH:8][CH2:22][CH2:23][CH2:24][CH2:25][CH2:26][CH2:27][CH2:28][CH2:29][CH2:30][CH2:31][CH2:32][CH2:33][CH2:34][CH2:35][Si:36]([CH3:37])([CH3:38])[CH3:39])=[CH:21][CH:20]=1 |f:1.2|. Procedure: To a mixture containing 4.2 g. of 1-[4-[N-(tert-butyloxycarbonyl)-4-[14-(trimethylsilyl)tetradecylamino]benzoyl)imidazole, 50 ml. of chloroform, and 50 ml. of 5N sodium hydroxide is added 1.1 g. of 3-amino-1,2-propanediol. The solution is vigorously stirred for 24 hours, the layers are separated, and the chloroform solution is washed once with 50 ml. of 1N sodium hydroxide. The solvent is evaporated and the residue is heated for 30 minutes at 40° C. in 50 ml. of anhydrous trifluoroacetic acid. T... Reactants: C[S-].[Na+] (Sodium methanethiolate), CS(=O)(=O)OCC1(CC1)C(=O)OCC (ethyl 1-((methylsulfonyloxy)methyl)cyclopropanecarboxylate). Run in CN(C=O)C (N,N-dimethylformamide), O (water). Reaction conditions: temperature 23 celsius, time 18 hour. The product is CSCC1(CC1)C(=O)OCC (ethyl 1-(methylthiomethyl)cyclopropanecarboxylate). Isolated yield 100.2%. As a reaction SMILES: [CH3:1][S-:2].[Na+].CS(O[CH2:9][C:10]1([C:13]([O:15][CH2:16][CH3:17])=[O:14])[CH2:12][CH2:11]1)(=O)=O>CN(C)C=O.O>[CH3:1][S:2][CH2:9][C:10]1([C:13]([O:15][CH2:16][CH3:17])=[O:14])[CH2:11][CH2:12]1 |f:0.1|. Reported procedure: Sodium methanethiolate (4.36 g, 62.30 mmol) was added to a stirred solution of ethyl 1-((methylsulfonyloxy)methyl)cyclopropanecarboxylate (6.92 g, 31.10 mmol) in N,N-dimethylformamide (62.30 mL) at 23° C. The resulting brown suspension was stirred at 23° C. for 18 h. The reaction mixture was diluted with water and extracted with diethyl ether. The combined organic layers were dried (MgSO4), filtered, and concentrated by rotary evaporation to afford the title compound as a brown oil (5.43 g, 100%... The reactants are CC1=NC=CC(=C1)C#CC=1N=C(NC1)C (2-methyl-4-(2-methyl-1H-imidazol-4-ylethynyl)-pyridine), C(C1=CC=CC=C1)Br (benzylbromide). Product: C(C1=CC=CC=C1)N1C(=NC(=C1)C#CC1=CC(=NC=C1)C)C (4-(1-Benzyl-2-methyl-1H-imidazol-4-ylethynyl)-2-methyl-pyridine). As a reaction SMILES: [CH3:1][C:2]1[CH:7]=[C:6]([C:8]#[C:9][C:10]2[N:11]=[C:12]([CH3:15])[NH:13][CH:14]=2)[CH:5]=[CH:4][N:3]=1.[CH2:16](Br)[C:17]1[CH:22]=[CH:21][CH:20]=[CH:19][CH:18]=1>>[CH2:16]([N:13]1[CH:14]=[C:10]([C:9]#[C:8][C:6]2[CH:5]=[CH:4][N:3]=[C:2]([CH3:1])[CH:7]=2)[N:11]=[C:12]1[CH3:15])[C:17]1[CH:22]=[CH:21][CH:20]=[CH:19][CH:18]=1. Procedure details: The title compound, MS: m/e=288.1 (M+H30), was prepared in accordance with the general method of example 1 from 2-methyl-4-(2-methyl-1H-imidazol-4-ylethynyl)-pyridine and benzylbromide. Reactants: C1(CCCCC1)N(C(NC=1SC(=CN1)S(=O)(=O)NCC(=O)O)=O)C1CCCCC1 ([2-(3,3-dicyclohexyl-ureido)-thiazole-5-sulfonylamino]-acetic acid), C1(CCCCC1)N[C@@H]1CC[C@H](CC1)C (cyclohexyl-(trans-4-methyl-cyclohexyl)-amine), C(C)OC(=O)C1(CC1)NS(=O)(=O)C1=CN=C(S1)N (1-(2-amino-thiazole-5-sulfonylamino)-cyclopropanecarboxylic acid ethyl ester). Product: C1(CCCCC1)N(C(NC=1SC(=CN1)S(=O)(=O)NC1(CC1)C(=O)O)=O)[C@@H]1CC[C@H](CC1)C (1-{2-[3-Cyclohexyl-3-(trans-4-methyl-cyclohexyl)-ureido]-thiazole-5-sulfonylamino}-cyclopropanecarboxylic acid). RXN SMILES: [CH:1]1([N:7]([CH:24]2[CH2:29][CH2:28][CH2:27][CH2:26][CH2:25]2)[C:8](=[O:23])[NH:9][C:10]2[S:11][C:12]([S:15]([NH:18][CH2:19][C:20]([OH:22])=[O:21])(=[O:17])=[O:16])=[CH:13][N:14]=2)[CH2:6][CH2:5][CH2:4][CH2:3][CH2:2]1.[CH:30]1(N[C@H]2CC[C@H](C)CC2)CCCC[CH2:31]1.[CH2:44](OC(C1(NS(C2SC(N)=NC=2)(=O)=O)CC1)=O)C>>[CH:24]1([N:7]([C@H:1]2[CH2:2][CH2:3][C@H:4]([CH3:44])[CH2:5][CH2:6]2)[C:8](=[O:23])[NH:9][C:10]2[S:11][C:12]([S:15]([NH:18][C:19]3([C:20]([OH:22])=[O:21])[CH2:31][CH2:30]3)(=[O:16])=[O:17])=[CH:13][N:14]=2)[CH2:29][CH2:28][CH2:27][CH2:26][CH2:25]1. Procedure details: Prepared in a similar manner to [2-(3,3-dicyclohexyl-ureido)-thiazole-5-sulfonylamino]-acetic acid via cyclohexyl-(trans-4-methyl-cyclohexyl)-amine and 1-(2-amino-thiazole-5-sulfonylamino)-cyclopropanecarboxylic acid ethyl ester to give the title compound. Reactants: C(C(C)C)C1C(N(CCS1)C(P(O)(O)=O)P(O)(O)=O)C ((2-Isobutyl-3-methyl-4-thiomorpholinylmethylene)-bisphosphonic acid), [Na][Na] (disodium). The product is C(C(C)C)C1CN(CCS1)C(P(O)(O)=O)P(O)(O)=O ((2-Isobutyl-4-thiomorpholinylmethylene)-bisphosphonic acid). RXN SMILES: [CH2:1]([CH:5]1[S:10][CH2:9][CH2:8][N:7]([CH:11]([P:16](=[O:19])([OH:18])[OH:17])[P:12](=[O:15])([OH:14])[OH:13])[CH:6]1C)[CH:2]([CH3:4])[CH3:3].[Na][Na]>>[CH2:1]([CH:5]1[S:10][CH2:9][CH2:8][N:7]([CH:11]([P:16](=[O:17])([OH:19])[OH:18])[P:12](=[O:13])([OH:15])[OH:14])[CH2:6]1)[CH:2]([CH3:4])[CH3:3]. Reported procedure: (2-Isobutyl-3-methyl-4-thiomorpholinylmethylene)-bisphosphonic acid, disodium salt: NMR (D2O, TMS=0.0 ppm as reference): δ=0.93 (m, 6H); 1.1-2 (m, 6H) and 2.9-4.3 (m, 7H) ppm. Starting materials: [H-].[Na+] (sodium hydride), N1C(C2C=3C(=CC=CC13)CCC2)=O (2a,3,4,5-Tetrahydrobenz[cd]indole-2(1H) -one), BrCCBr (1,2-dibromoethane). Run in CN(C=O)C (N,N-dimethylformamide). Run at time 1 hour. Product: BrCCN1C(C2C=3C(=CC=CC13)CCC2)=O (1-(2-Bromoethyl)-2a,3,4,5-tetrahydrobenz[cd]indole-2(1H)-one). Isolated yield 33.9%. RXN SMILES: [NH:1]1[C:9]2[CH:8]=[CH:7][CH:6]=[C:5]3[CH2:10][CH2:11][CH2:12][CH:3]([C:4]=23)[C:2]1=[O:13].[H-].[Na+].[Br:16][CH2:17][CH2:18]Br>CN(C)C=O>[Br:16][CH2:17][CH2:18][N:1]1[C:9]2[CH:8]=[CH:7][CH:6]=[C:5]3[CH2:10][CH2:11][CH2:12][CH:3]([C:4]=23)[C:2]1=[O:13] |f:1.2|. Procedure: 2a,3,4,5-Tetrahydrobenz[cd]indole-2(1H) -one (3.46 g, 20mmol) was dissolved in anhydrous N,N-dimethylformamide (20 ml). Thereto was added sodium hydride (0.8 g, 20 mmol), and the resulting solution was stirred at room temperature for 1 hour. The reaction solution was mixed with 1,2-dibromoethane (10 ml, 115 mmol) and again stirred for 1 hour. The reaction solution was extracted by adding 100 ml of ethyl acetate and 100 ml of water, and the resulting ethyl acetate layer was separated, washed with... Starting materials: C(C)(C)(C)NS(=O)(=O)C=1C(=CC=CC1)C1=CC(=C(C=C1)CN1C(=NC(=C1C=O)Cl)C1=CC=CC=C1)Cl (3′-chloro-4′-(4-chloro-5-formyl-2-phenylimidazol-1-ylmethyl)biphenyl-2-sulfonic acid tert-butylamide), C1(=CC=CC=C1)OC (anisole). Solvent: FC(C(=O)O)(F)F (trifluoroacetic acid). Conditions: time 24 hour. Product: ClC=1C=C(C=CC1CN1C(=NC(=C1C=O)Cl)C1=CC=CC=C1)C=1C(=CC=CC1)S(=O)(=O)N (3′-Chloro-4′-(4-chloro-5-formyl-2-phenylimidazol-1-ylmethyl)biphenyl-2-sulfonamide). Yield: 111.5%. RXN SMILES: C([NH:5][S:6]([C:9]1[C:10]([C:15]2[CH:20]=[CH:19][C:18]([CH2:21][N:22]3[C:26]([CH:27]=[O:28])=[C:25]([Cl:29])[N:24]=[C:23]3[C:30]3[CH:35]=[CH:34][CH:33]=[CH:32][CH:31]=3)=[C:17]([Cl:36])[CH:16]=2)=[CH:11][CH:12]=[CH:13][CH:14]=1)(=[O:8])=[O:7])(C)(C)C.C1(OC)C=CC=CC=1>FC(F)(F)C(O)=O>[Cl:36][C:17]1[CH:16]=[C:15]([C:10]2[C:9]([S:6]([NH2:5])(=[O:8])=[O:7])=[CH:14][CH:13]=[CH:12][CH:11]=2)[CH:20]=[CH:19][C:18]=1[CH2:21][N:22]1[C:26]([CH:27]=[O:28])=[C:25]([Cl:29])[N:24]=[C:23]1[C:30]1[CH:31]=[CH:32][CH:33]=[CH:34][CH:35]=1. Procedure details: 1.5 g of 3′-chloro-4′-(4-chloro-5-formyl-2-phenylimidazol-1-ylmethyl)biphenyl-2-sulfonic acid tert-butylamide and 340 μl of anisole are dissolved in 10 ml of trifluoroacetic acid and stirred at RT for 24 h. The volatile constituents are removed in vacuo, the residue is taken up twice with 50 ml of toluene each time and the volatile constituents are again removed in vacuo. 1.5 g of a colorless foam are obtained.